From a dataset of the Open Reaction Database (ORD), a public repository of structured organic reaction records. describe an organic reaction: reactants, conditions, products, and yield Reactants: [Li]CCCC (BuLi), BrC1=NC=C(C=C1)C1N(CCC1)C (2-bromo-5-(1-methylpyrrolidin-2-yl)pyridine), [BH4-].[Na+] (sodium borohydride), [NH4+].[Cl-] (NH4Cl), CN(C)C=O (DMF). Solvent: CO (MeOH), hexanes, C1CCOC1 (THF). Conditions: temperature -78 celsius, time 10 minute. Yields the product CN1C(CCC1)C=1C=CC(=NC1)CO ([5-(1-Methylpyrrolidin-2-yl)-pyridin-2-yl]methanol). Isolated yield 26.0%. As a reaction SMILES: [Li]CCCC.Br[C:7]1[CH:12]=[CH:11][C:10]([CH:13]2[CH2:17][CH2:16][CH2:15][N:14]2[CH3:18])=[CH:9][N:8]=1.CN([CH:22]=[O:23])C.[BH4-].[Na+].[NH4+].[Cl-]>C1COCC1.CO>[CH3:18][N:14]1[CH2:15][CH2:16][CH2:17][CH:13]1[C:10]1[CH:11]=[CH:12][C:7]([CH2:22][OH:23])=[N:8][CH:9]=1 |f:3.4,5.6|. Procedure: A solution of BuLi (3.0 mmol) in hexanes (1.6 M, 1.87 ml) was added to a stirred solution of 2-bromo-5-(1-methylpyrrolidin-2-yl)pyridine (480 mg, 2.0 mmol) in THF (50 ml) at −78° C. under N2. The reaction was stirred at −78° C. for 10 min, DMF (462 μl, 6.0 mmol) was added and the reaction allowed to warm slowly to room temperature and stirred at room temperature for a further 1 h. MeOH (50 ml) was added, followed by sodium borohydride (75 mg, 2.0 mmol) and then the reaction mixture was stirred a...